From a dataset of the Open Reaction Database (ORD), a public repository of structured organic reaction records. describe an organic reaction: reactants, conditions, products, and yield Reactants: crude base, ClC1=CC2=C(N=N1)CCN(C2)C(C2=CC(=CC=C2)Cl)=O (3-chloro-6-(m-chlorobenzoyl)-5,6,7,8-tetrahydropyrido[4,3-c]pyridazine), O.NN (hydrazine hydrate), C(\C=C\C(=O)[O-])(=O)[O-] (fumarate), crude base, C(\C=C\C(=O)[O-])(=O)[O-] (fumarate). Solvent: C(C)(C)O (isopropanol). Yields the product ClC=1C=C(C(=O)N2CC3=C(N=NC(=C3)NN)CC2)C=CC1 (6-(m-Chlorobenzoyl)-3-hydrazino-5,6,7,8-tetrahydropyrido[4,3-c]pyridazine). Reaction SMILES: Cl[C:2]1[N:7]=[N:6][C:5]2[CH2:8][CH2:9][N:10]([C:12](=[O:20])[C:13]3[CH:18]=[CH:17][CH:16]=[C:15]([Cl:19])[CH:14]=3)[CH2:11][C:4]=2[CH:3]=1.O.[NH2:22][NH2:23].C([O-])(=O)/C=C/C([O-])=O>C(O)(C)C>[Cl:19][C:15]1[CH:14]=[C:13]([CH:18]=[CH:17][CH:16]=1)[C:12]([N:10]1[CH2:9][CH2:8][C:5]2[N:6]=[N:7][C:2]([NH:22][NH2:23])=[CH:3][C:4]=2[CH2:11]1)=[O:20] |f:1.2|. Procedure details: 10.8 g of 3-chloro-6-(m-chlorobenzoyl)-5,6,7,8-tetrahydropyrido[4,3-c]pyridazine and 50 cc of hydrazine hydrate are stirred at a bath temperature of 100° for 4 hours with the addition of 25 cc of isopropanol, and the mixture is worked up to a crude base as described in Example 17, and this crude base is converted into the fumarate in a manner analogous to that described in Example 4. The fumarate of the title compound has a M.P. of 178°-180° (decomp., from absolute ethanol).